Dataset: the Open Reaction Database (ORD), a public repository of structured organic reaction records. Task: describe an organic reaction: reactants, conditions, products, and yield Starting materials: O (H2O), C1=NC(=NN1[C@H]2[C@@H]([C@@H]([C@H](O2)CO)O)O)C(=O)N (Ribavirin), O (H2O), C8H12N4O5, steel, steel, C(C)(=O)O[C@@H]1[C@H](O[C@H]([C@@H]1OC(C)=O)COC(C)=O)N1N=C(N=C1)C(=O)OC (Methyl 1-(2,3,5-Tri-O-acetyl-β-L-ribofuranosyl)-1,2,4-triazole-3-carboxylate). The solvent is CO.N (CH3OH NH3). Conditions: time 18 hour. Product: [C@H]1([C@@H](O)[C@@H](O)[C@@H](O1)CO)N1N=C(N=C1)C(=O)N (1-β-L-Ribofuranosyl-1,2,4-triazole-3-carboxamide). RXN SMILES: C(O[C@H]1[C@@H](OC(=O)C)[C@H](COC(=O)C)O[C@@H]1N1C=NC(C(OC)=O)=N1)(=O)C.O.[CH:29]1[N:33]([C@@H:34]2[O:38][C@H:37]([CH2:39][OH:40])[C@@H:36]([OH:41])[C@H:35]2[OH:42])[N:32]=[C:31]([C:43]([NH2:45])=[O:44])[N:30]=1>CO.N>[C@H:34]1([N:33]2[CH:29]=[N:30][C:31]([C:43]([NH2:45])=[O:44])=[N:32]2)[O:38][C@@H:37]([CH2:39][OH:40])[C@H:36]([OH:41])[C@@H:35]1[OH:42] |f:3.4|. Procedure: The substrate (20) (1.1 g) was dissolved in CH3OH/NH3 at 0° C. and placed in a steel bomb. The bomb was closed and stirred at room temperature for 18 h. The steel bomb was cooled, opened and evaporated to dryness. The residue was tried to crystallization with little ethanol. The product crystallized, but on filtration, the crystals re-absorbed water and became a paste. The crystallization repeated several times. Finally it crystallized from Methanol/Ethanol mixture. The colorless crystals was fi... Starting materials: ClC1=C(C=C(C(=C1)Cl)OC)NC1=C2C(=NC=C1C#N)C=C(S2)I (7-[(2,4-dichloro-5-methoxyphenyl)amino]-2-iodothieno[3,2-b]pyridine-6-carbonitrile), CN1CCN(CC1)CC#C (1-methyl-4-prop-2-ynyl-piperazine), CO (methanol). The reagents and catalysts are C=1C=CC(=CC1)[P](C=2C=CC=CC2)(C=3C=CC=CC3)[Pd]([P](C=4C=CC=CC4)(C=5C=CC=CC5)C=6C=CC=CC6)([P](C=7C=CC=CC7)(C=8C=CC=CC8)C=9C=CC=CC9)[P](C=1C=CC=CC1)(C=1C=CC=CC1)C=1C=CC=CC1 (tetrakis(triphenylphosphine)palladium(0)), [Cu]I (copper(I) iodide). Solvent: C(C)N(CC)CC (triethylamine), C1=CC=CC=C1 (benzene). The product is ClC1=C(C=C(C(=C1)Cl)OC)NC1=C2C(=NC=C1C#N)C=C(S2)C#CCN2CCN(CC2)C (7-[(2,4-dichloro-5-methoxyphenyl)amino]-2-[3-(4-methylpiperazin-1-yl)prop-1-ynyl]thieno[3,2-b]pyridine-6-carbonitrile). Isolated yield 43.9%. RXN SMILES: [Cl:1][C:2]1[CH:7]=[C:6]([Cl:8])[C:5]([O:9][CH3:10])=[CH:4][C:3]=1[NH:11][C:12]1[C:17]([C:18]#[N:19])=[CH:16][N:15]=[C:14]2[CH:20]=[C:21](I)[S:22][C:13]=12.[CH3:24][N:25]1[CH2:30][CH2:29][N:28]([CH2:31][C:32]#[CH:33])[CH2:27][CH2:26]1.CO>C(N(CC)CC)C.C1C=CC=CC=1.C1C=CC([P]([Pd]([P](C2C=CC=CC=2)(C2C=CC=CC=2)C2C=CC=CC=2)([P](C2C=CC=CC=2)(C2C=CC=CC=2)C2C=CC=CC=2)[P](C2C=CC=CC=2)(C2C=CC=CC=2)C2C=CC=CC=2)(C2C=CC=CC=2)C2C=CC=CC=2)=CC=1.[Cu]I>[Cl:1][C:2]1[CH:7]=[C:6]([Cl:8])[C:5]([O:9][CH3:10])=[CH:4][C:3]=1[NH:11][C:12]1[C:17]([C:18]#[N:19])=[CH:16][N:15]=[C:14]2[CH:20]=[C:21]([C:33]#[C:32][CH2:31][N:28]3[CH2:29][CH2:30][N:25]([CH3:24])[CH2:26][CH2:27]3)[S:22][C:13]=12 |^1:52,54,73,92|. Reported procedure: A mixture of 7-[(2,4-dichloro-5-methoxyphenyl)amino]-2-iodothieno[3,2-b]pyridine-6-carbonitrile (200 mg, 0.42 mmol), 1-methyl-4-prop-2-ynyl-piperazine (87.0 mg, 0.65 mmol), 9.7 mg of tetrakis(triphenylphosphine)palladium(0) and 2.0 mg of copper(I) iodide in 2 mL of triethylamine and 7 mL of benzene is heated at reflux for 5 hours. The mixture is cooled to room temperature and 2 mL of methanol are added. The solvents are removed in vacuo and the residue is purified by preparative thin layer chrom... Reactants: COC1=CC=C(C=C1)CCN(C(NC=1SC(=CN1)S(=O)CC(=O)O)=O)[C@@H]1CC[C@H](CC1)C ({2-[3-[2-(4-methoxy -phenyl)-ethyl]-3-(trans-4-methyl-cyclohexyl)-ureido]-thiazole-5-sulfinyl}-acetic acid), C(C1=CC=CC=C1)OCCN(C(NC=1SC(=CN1)SCC(=O)O)=O)C1CCC(CC1)C ({2-[3-(2-benzyloxy-ethyl)-3-(4-methyl-cyclohexyl)-ureido]-thiazol-5-ylsulfanyl}-acetic acid). Yields the product C(C1=CC=CC=C1)OCCN(C(NC=1SC(=CN1)S(=O)CC(=O)O)=O)[C@@H]1CC[C@H](CC1)C ({2-[3-(2-Benzyloxy-ethyl)-3-(trans-4-methyl-cyclohexyl)-ureido]-thiazole-5-sulfinyl}-acetic acid). As a reaction SMILES: COC1C=CC([CH2:9][CH2:10][N:11]([C@H:26]2[CH2:31][CH2:30][C@H:29]([CH3:32])[CH2:28][CH2:27]2)[C:12](=[O:25])[NH:13][C:14]2[S:15][C:16]([S:19]([CH2:21][C:22]([OH:24])=[O:23])=[O:20])=[CH:17][N:18]=2)=CC=1.[CH2:33]([O:40]CCN(C1CCC(C)CC1)C(=O)NC1SC(SCC(O)=O)=CN=1)[C:34]1[CH:39]=[CH:38][CH:37]=[CH:36][CH:35]=1>>[CH2:33]([O:40][CH2:9][CH2:10][N:11]([C@H:26]1[CH2:31][CH2:30][C@H:29]([CH3:32])[CH2:28][CH2:27]1)[C:12](=[O:25])[NH:13][C:14]1[S:15][C:16]([S:19]([CH2:21][C:22]([OH:24])=[O:23])=[O:20])=[CH:17][N:18]=1)[C:34]1[CH:39]=[CH:38][CH:37]=[CH:36][CH:35]=1. Reported procedure: The compound was prepared as previously described for {2-[3-[2-(4-methoxy -phenyl)-ethyl]-3-(trans-4-methyl-cyclohexyl)-ureido]-thiazole-5-sulfinyl}-acetic acid using {2-[3-(2-benzyloxy-ethyl)-3-(4-methyl-cyclohexyl)-ureido]-thiazol-5-ylsulfanyl}-acetic acid. Reactants: CC(=O)OC(C)=O, O, COc1cc(CCC2CC(C)(O)CC(=O)O2)ccc1O, c1ccncc1. Product: COc1cc(CCC2CC(C)(O)CC(=O)O2)ccc1OC(C)=O. RXN SMILES: [CH3:21][C:22](=[O:23])[O:24][C:25](=[O:26])[CH3:27].[OH2:28].[OH:1][C:2]1([CH3:20])[CH2:3][C:4](=[O:5])[O:6][CH:7]([CH2:9][CH2:10][c:11]2[cH:12][c:13]([O:18][CH3:19])[c:14]([OH:17])[cH:15][cH:16]2)[CH2:8]1.[cH:29]1[cH:30][cH:31][n:32][cH:33][cH:34]1>>[OH:1][C:2]1([CH3:20])[CH2:3][C:4](=[O:5])[O:6][CH:7]([CH2:9][CH2:10][c:11]2[cH:12][c:13]([O:18][CH3:19])[c:14]([O:17][C:22]([CH3:21])=[O:23])[cH:15][cH:16]2)[CH2:8]1. The reactants are ClC=1C=CC(=C(C1)N1CCN(CC1)C/C=C/CN)C (Trans-4-[4-(5-chloro-2-methylphenyl)piperazinyl]-2-buten-1-amine), [K].C1(C=2C(C(N1)=O)=CC=CC2)=O (phthalimide potassium salt), trans-1,4-dihydro-2-butene. Product: ClC/C=C/CN1C(C=2C(C1=O)=CC=CC2)=O (N-(trans-4-chloro-2-buten-1-yl)phthalimide). As a reaction SMILES: [Cl:1][C:2]1C=C[C:5](C)=[C:6](N2CCN(C/C=C/CN)CC2)[CH:7]=1.[K].[C:21]1(=[O:31])[NH:25][C:24](=[O:26])[C:23]2=[CH:27][CH:28]=[CH:29][CH:30]=[C:22]12>>[Cl:1][CH2:2]/[CH:7]=[CH:6]/[CH2:5][N:25]1[C:21](=[O:31])[C:22]2=[CH:30][CH:29]=[CH:28][CH:27]=[C:23]2[C:24]1=[O:26] |f:1.2,^1:19|. Reported procedure: Trans-4-[4-(5-chloro-2-methylphenyl)piperazinyl]-2-buten-1-amine: according to the method of Example 1, phthalimide potassium salt was reacted with trans-1,4-dihydro-2-butene to obtain N-(trans-4-chloro-2-buten-1-yl)phthalimide, mp: 108-110° C.; which was then reacted with 5-chloro-2-methylphenylpiperazine to obtain N-{4-[4-(5-chloro-2-methylphenyl)piperazinyl]-trans-2-buten-1-yl}phthalimide, which was then reacted with hydrazine hydrate to obtain the product. Yield: 89.3%. Hydrochloride mp: 140... Reaction SMILES: [CH2:38]1[O:39][CH2:40][CH2:41][CH2:42]1.[Cl+3:1]([O-:2])([O-:3])([O-:4])[O-:5].[Li+:6].[NH:12]1[CH2:13][CH:14]([c:16]2[cH:17][cH:18][c:19]3[c:20]([cH:37]2)-[c:21]2[n:22][c:23](-[c:29]4[n:30]([CH:34]([CH3:35])[CH3:36])[n:31][cH:32][n:33]4)[s:24][c:25]2[CH2:26][CH2:27][O:28]3)[CH2:15]1.[O:7]1[CH2:8][C:9]1([CH3:10])[CH3:11]>>[OH:7][C:9]([CH2:8][N:12]1[CH2:13][CH:14]([c:16]2[cH:17][cH:18][c:19]3[c:20]([cH:37]2)-[c:21]2[n:22][c:23](-[c:29]4[n:30]([CH:34]([CH3:35])[CH3:36])[n:31][cH:32][n:33]4)[s:24][c:25]2[CH2:26][CH2:27][O:28]3)[CH2:15]1)([CH3:10])[CH3:11]. Product: CC(C)n1ncnc1-c1nc2c(s1)CCOc1ccc(C3CN(CC(C)(C)O)C3)cc1-2. The reactants are C1CCOC1, [O-][Cl+3]([O-])([O-])[O-], [Li+], CC(C)n1ncnc1-c1nc2c(s1)CCOc1ccc(C3CNC3)cc1-2, CC1(C)CO1.